Dataset: the Open Reaction Database (ORD), a public repository of structured organic reaction records. Task: describe an organic reaction: reactants, conditions, products, and yield The reactants are CC(C(=O)N)(C)N1CCOCC1 (2-methyl-2-morpholino-propionic acid amide), [H-].[Al+3].[Li+].[H-].[H-].[H-] (lithium aluminium hydride), O (water), [OH-].[Na+] (sodium hydroxide), O (water). The solvent is O1CCCC1 (tetrahydrofuran), O1CCCC1 (tetrahydrofuran). Conditions: time 2 hour. Product: NCC(C)(C)N1CCOCC1 (4-(2-Amino-1,1-dimethyl-ethyl)-morpholine). Reaction SMILES: [CH3:1][C:2]([N:7]1[CH2:12][CH2:11][O:10][CH2:9][CH2:8]1)([CH3:6])[C:3]([NH2:5])=O.[H-].[Al+3].[Li+].[H-].[H-].[H-].O.[OH-].[Na+]>O1CCCC1>[NH2:5][CH2:3][C:2]([N:7]1[CH2:12][CH2:11][O:10][CH2:9][CH2:8]1)([CH3:6])[CH3:1] |f:1.2.3.4.5.6,8.9|. Procedure details: A solution of 8.33 g of 2-methyl-2-morpholino-propionic acid amide in 50 ml of tetrahydrofuran is slowly added at room temperature to 3.33 g of lithium aluminium hydride in 85 ml of tetrahydrofuran. The reaction mixture is then stirred for a further 2 hours under reflux. The reaction mixture is cooled and then 5 ml of water, 6.67 ml of 2N sodium hydroxide and a further 5 ml of water are added in succession. The suspension is clarified by filtration and the crude title compound is obtained from t... Reaction SMILES: [ClH:1].[CH3:2][O:3][C:4](=[O:17])[CH:5]([CH2:7][C:8]1[C:16]2[C:11](=[CH:12][CH:13]=[CH:14][CH:15]=2)[NH:10][CH:9]=1)[NH2:6].[CH:18](=O)[CH2:19][CH2:20][CH3:21]>CO>[ClH:1].[CH2:19]([C@H:18]1[C:9]2[NH:10][C:11]3[C:16](=[CH:15][CH:14]=[CH:13][CH:12]=3)[C:8]=2[CH2:7][C@@H:5]([C:4]([O:3][CH3:2])=[O:17])[NH:6]1)[CH2:20][CH3:21] |f:0.1,4.5|. The reactants are Cl.COC(C(N)CC1=CNC2=CC=CC=C12)=O (DL-tryptophan methyl ester hydrochloride), C(CCC)=O (n-butyraldehyde). The product is Cl.C(CC)[C@@H]1N[C@@H](CC=2C3=CC=CC=C3NC12)C(=O)OC (methyl (1RS, 3RS)-cis-1-n-propyl-1,2,3,4-tetrahydro-β-carboline-3-carboxylate hydrochloride). The solvent is CO (methanol). Procedure: A mixture of DL-tryptophan methyl ester hydrochloride (33 g), n-butyraldehyde (21.0 g) and methanol (450 ml) is refluxed for 48 hours. After the reaction, the reaction mixture is concentrated to about 1/3 in volume and allowed to stand. The precipitated crystals are collected by filtration and recrystallized from methanol to give methyl (1RS, 3RS)-cis-1-n-propyl-1,2,3,4-tetrahydro-β-carboline-3-carboxylate hydrochloride (15.4 g, 38.4%) as colorless prisms, m.p. 205°-207° C. Isolated yield 38.5%.